From a dataset of the Open Reaction Database (ORD), a public repository of structured organic reaction records. describe an organic reaction: reactants, conditions, products, and yield Reactants: COc1cc(C(C)=O)ccc1OS(=O)(=O)c1ccc(C)cc1, C#CC1=CCCCC1, ClCCl. Product: COc1cc(C(C)=O)ccc1C#CC1=CCCCC1. RXN SMILES: [C:1]([CH3:2])(=[O:3])[c:4]1[cH:5][c:6]([O:21][CH3:22])[c:7]([O:10][S:11]([c:12]2[cH:13][cH:14][c:15]([CH3:16])[cH:17][cH:18]2)(=[O:19])=[O:20])[cH:8][cH:9]1.[C:23](#[CH:24])[C:25]1=[CH:26][CH2:27][CH2:28][CH2:29][CH2:30]1.[Cl:31][CH2:32][Cl:33]>>[C:1]([CH3:2])(=[O:3])[c:4]1[cH:5][c:6]([O:21][CH3:22])[c:7]([C:24]#[C:23][C:25]2=[CH:26][CH2:27][CH2:28][CH2:29][CH2:30]2)[cH:8][cH:9]1.